This data is from the Open Reaction Database (ORD), a public repository of structured organic reaction records. The task is: describe an organic reaction: reactants, conditions, products, and yield Starting materials: CS(C)=O, CCN(C(C)C)C(C)C, CN1CCC(c2nc3cc(-c4ccc(Cl)cc4Cl)nc(Cl)n3n2)CC1, Cl, Cl, Cl, N#Cc1ccc(NCCN)nc1N. The product is CN1CCC(c2nc3cc(-c4ccc(Cl)cc4Cl)nc(NCCNc4ccc(C#N)c(N)n4)n3n2)CC1. As a reaction SMILES: [CH3:51][S:52]([CH3:53])=[O:54].[CH:42]([N:43]([CH2:44][CH3:45])[CH:46]([CH3:47])[CH3:48])([CH3:49])[CH3:50].[Cl:2][c:3]1[n:4][c:5](-[c:19]2[c:20]([Cl:26])[cH:21][c:22]([Cl:25])[cH:23][cH:24]2)[cH:6][c:7]2[n:8]1[n:9][c:10]([CH:12]1[CH2:13][CH2:14][N:15]([CH3:18])[CH2:16][CH2:17]1)[n:11]2.[ClH:1].[ClH:27].[ClH:28].[NH2:29][c:30]1[n:31][c:32]([NH:38][CH2:39][CH2:40][NH2:41])[cH:33][cH:34][c:35]1[C:36]#[N:37]>>[c:3]1([NH:41][CH2:40][CH2:39][NH:38][c:32]2[n:31][c:30]([NH2:29])[c:35]([C:36]#[N:37])[cH:34][cH:33]2)[n:4][c:5](-[c:19]2[c:20]([Cl:26])[cH:21][c:22]([Cl:25])[cH:23][cH:24]2)[cH:6][c:7]2[n:8]1[n:9][c:10]([CH:12]1[CH2:13][CH2:14][N:15]([CH3:18])[CH2:16][CH2:17]1)[n:11]2. The reactants are Cl (hydrochloric acid), aqueous solution, [OH-].[K+] (potassium hydroxide), OC=1SC=C(N1)/C(/C(=O)OC)=N/OC (methyl 2-(2-hydroxy-4-thiazolyl)-(Z)-2-methoxyiminoacetate). Run in C(C)O (ethanol). Reaction conditions: time 4 hour. Yields the product OC=1SC=C(N1)/C(/C(=O)O)=N/OC (2-(2-hydroxy-4-thiazolyl)-(Z)-2-methoxyiminoacetic acid). Reaction SMILES: [OH:1][C:2]1[S:3][CH:4]=[C:5](/[C:7](=[N:12]/[O:13][CH3:14])/[C:8]([O:10]C)=[O:9])[N:6]=1.[OH-].[K+].Cl>C(O)C>[OH:1][C:2]1[S:3][CH:4]=[C:5](/[C:7](=[N:12]/[O:13][CH3:14])/[C:8]([OH:10])=[O:9])[N:6]=1 |f:1.2|. Procedure: In 3 ml of ethanol is dissolved 1.0 g of methyl 2-(2-hydroxy-4-thiazolyl)-(Z)-2-methoxyiminoacetate, and under ice-cooling 5 ml of an aqueous solution of potassium hydroxide (1.3 g) is added dropwise. The mixture is allowed to stand for 4 hours, adjusted to pH 2-3 with 1N hydrochloric acid, and extracted three times with n-butanol. The extracts are combined, dried over anhydrous sodium sulfate and concentrated under reduced pressure. The procedure gives a light-brown powder of 2-(2-hydroxy-4-thi... Reactants: C(C=C)OC(=O)C=1C(=NC(=NC1Cl)S(=O)(=O)C)OCCC1CCN(CC1)C(=O)OC(C)(C)C (4-[2-(1-tert-butoxycarbonylpiperidin-4-yl)ethoxy]6-chloro-2-methanesulfonylpyrimidine-5-carboxylic acid allyl ester), [C-]#N.[Na+] (NaCN). The reagents and catalysts are [Br-].C(CCC)[N+](CCCC)(CCCC)CCCC (tetra-n-butylammonium bromide). The solvent is C(Cl)Cl (CH2Cl2), O (water). Yields the product C(C=C)OC(=O)C=1C(=NC(=NC1Cl)C#N)OCCC1CCN(CC1)C(=O)OC(C)(C)C (4-[2-(1-tert-butoxycarbonylpiperidin-4-yl)ethoxy]-6-chloro-2-cyanopyrimidine-5-carboxylic acid allyl ester). As a reaction SMILES: [CH2:1]([O:4][C:5]([C:7]1[C:8]([O:18][CH2:19][CH2:20][CH:21]2[CH2:26][CH2:25][N:24]([C:27]([O:29][C:30]([CH3:33])([CH3:32])[CH3:31])=[O:28])[CH2:23][CH2:22]2)=[N:9][C:10](S(C)(=O)=O)=[N:11][C:12]=1[Cl:13])=[O:6])[CH:2]=[CH2:3].[C-:34]#[N:35].[Na+]>C(Cl)Cl.[Br-].C([N+](CCCC)(CCCC)CCCC)CCC.O>[CH2:1]([O:4][C:5]([C:7]1[C:8]([O:18][CH2:19][CH2:20][CH:21]2[CH2:26][CH2:25][N:24]([C:27]([O:29][C:30]([CH3:33])([CH3:32])[CH3:31])=[O:28])[CH2:23][CH2:22]2)=[N:9][C:10]([C:34]#[N:35])=[N:11][C:12]=1[Cl:13])=[O:6])[CH:2]=[CH2:3] |f:1.2,4.5|. Procedure: Following the synthetic procedure as described in Ref. Example 2, a solution of 4-[2-(1-tert-butoxycarbonylpiperidin-4-yl)ethoxy]6-chloro-2-methanesulfonylpyrimidine-5-carboxylic acid allyl ester (1.8 mmol) in CH2Cl2 (5 mL) is treated with a solution of NaCN (2.2 mmol) and tetra-n-butylammonium bromide (0.10 mmol) in water (2 mL) for 0.5 h. After usual work-up, the crude material is purified by silica gel chromatography to give 4-[2-(1-tert-butoxycarbonylpiperidin-4-yl)ethoxy]-6-chloro-2-cyanopy...